From a dataset of the Open Reaction Database (ORD), a public repository of structured organic reaction records. describe an organic reaction: reactants, conditions, products, and yield The reactants are C=CC(C)=C (isoprene), C(C)I (Ethyl iodide), [Li]N (LiNH2), COC(C)(OCC#C)C (3-(1-methoxy-1-methyl-ethoxy)-propyne). Run in CCCCCC (n-Hexane). Reaction conditions: time 1 hour. Product: COC(C)(OCC#CCC)C (1-(1-methoxy-1-methyl-ethoxy)-pent-2-yne). Isolated yield 120.6%. As a reaction SMILES: [CH2:1]=[CH:2][C:3](=[CH2:5])C.[Li]N.[CH3:8][O:9][C:10]([CH3:16])([O:12][CH2:13]C#C)[CH3:11].C(I)C>CCCCCC>[CH3:8][O:9][C:10]([CH3:16])([O:12][CH2:13][C:5]#[C:3][CH2:2][CH3:1])[CH3:11]. Procedure details: 0.89 g (127 mmol) of granulated lithium were added within 15 minutes to 100 ml (4 mol) of liquid ammonia at −37° C. The mixture was stirred until no more lithium floated (after approximately 15 minutes). A dark blue solution of lithium in liquid ammonia was obtained. 5.94 g (86.3 mmol) of isoprene were added portion wise within 30 minutes. The end of the formation of LiNH2 could be recognized by the de-coloration of the reaction mixture and 10.69 g (70.1 mmol) of 3-(1-methoxy-1-methyl-ethoxy)-pr... Reactants: OC=1C=C(C=CC1)C1=CC(=CC=C1)C(=O)OCC (ethyl 3′-hydroxybiphenyl-3-carboxylate), C(C1=CC=CC=C1)(=O)OCC=1C=C(CBr)C=CC1COC(C1=CC=CC=C1)=O (3,4-bis(benzoyloxymethyl)benzyl bromide), ethyl, C(C1=CC=CC=C1)(=O)OCC1(C(C(=CC=C1COC(C1=CC=CC=C1)=O)C1=CC=CC=C1)OCC1=CC=CC=C1)C(=O)[O-] (3,4-bis(benzoyloxymethyl)benzyloxylbiphenyl-3-carboxylate). The product is C(C1=CC=CC=C1)(=O)OCC=1C=C(COC=2C=C(C=CC2)C2=CC(=CC=C2)C(=O)OCC)C=CC1COC(C1=CC=CC=C1)=O (Ethyl 3′-[3,4-bis(benzoyloxymethyl)benzyloxy]biphenyl-3-carboxylate). RXN SMILES: [OH:1][C:2]1[CH:3]=[C:4]([C:8]2[CH:13]=[CH:12][CH:11]=[C:10]([C:14]([O:16][CH2:17][CH3:18])=[O:15])[CH:9]=2)[CH:5]=[CH:6][CH:7]=1.[C:19]([O:27][CH2:28][C:29]1[CH:30]=[C:31]([CH:34]=[CH:35][C:36]=1[CH2:37][O:38][C:39](=[O:46])[C:40]1[CH:45]=[CH:44][CH:43]=[CH:42][CH:41]=1)[CH2:32]Br)(=[O:26])[C:20]1[CH:25]=[CH:24][CH:23]=[CH:22][CH:21]=1.C(OCC1(C([O-])=O)C(COC(=O)C2C=CC=CC=2)=CC=C(C2C=CC=CC=2)C1OCC1C=CC=CC=1)(=O)C1C=CC=CC=1>>[C:19]([O:27][CH2:28][C:29]1[CH:30]=[C:31]([CH:34]=[CH:35][C:36]=1[CH2:37][O:38][C:39](=[O:46])[C:40]1[CH:41]=[CH:42][CH:43]=[CH:44][CH:45]=1)[CH2:32][O:1][C:2]1[CH:3]=[C:4]([C:8]2[CH:13]=[CH:12][CH:11]=[C:10]([C:14]([O:16][CH2:17][CH3:18])=[O:15])[CH:9]=2)[CH:5]=[CH:6][CH:7]=1)(=[O:26])[C:20]1[CH:21]=[CH:22][CH:23]=[CH:24][CH:25]=1. Reported procedure: In a manner similar to that of Example 1(i), by reaction of 1 g (4.1 mmol) of ethyl 3′-hydroxybiphenyl-3-carboxylate with 1.98 g (4.5 mmol) of 3,4-bis(benzoyloxymethyl)benzyl bromide, 2.1 g (85%) of ethyl 3′-[3,4-bis(benzoyloxymethyl)benzyloxylbiphenyl-3-carboxylate are obtained.